This data is from the Open Reaction Database (ORD), a public repository of structured organic reaction records. The task is: describe an organic reaction: reactants, conditions, products, and yield The reactants are O=C(CCC1CCCC1)N1C(=O)OCC1Cc1ccccc1, ClCOCc1ccccc1, CCN(C(C)C)C(C)C, [Cl-], [Cl-], [Cl-], [Cl-], ClCCl, [Ti+4]. Yields the product O=C1OCC(Cc2ccccc2)N1C(=O)C(COCc1ccccc1)CC1CCCC1. RXN SMILES: [CH2:1]([c:2]1[cH:3][cH:4][cH:5][cH:6][cH:7]1)[CH:8]1[N:9]([C:14]([CH2:15][CH2:16][CH:17]2[CH2:18][CH2:19][CH2:20][CH2:21]2)=[O:22])[C:10](=[O:13])[O:11][CH2:12]1.[CH2:32]([c:33]1[cH:34][cH:35][cH:36][cH:37][cH:38]1)[O:39][CH2:40][Cl:41].[CH:23]([N:24]([CH:25]([CH3:26])[CH3:27])[CH2:28][CH3:29])([CH3:30])[CH3:31].[Cl-:45].[Cl-:47].[Cl-:48].[Cl-:49].[Cl:42][CH2:43][Cl:44].[Ti+4:46]>>[CH2:1]([c:2]1[cH:3][cH:4][cH:5][cH:6][cH:7]1)[CH:8]1[N:9]([C:14]([CH:15]([CH2:16][CH:17]2[CH2:18][CH2:19][CH2:20][CH2:21]2)[CH2:40][O:39][CH2:32][c:33]2[cH:34][cH:35][cH:36][cH:37][cH:38]2)=[O:22])[C:10](=[O:13])[O:11][CH2:12]1.